Dataset: the Open Reaction Database (ORD), a public repository of structured organic reaction records. Task: describe an organic reaction: reactants, conditions, products, and yield Starting materials: [BH3-]C#N, CN1CCNCC1, CN(C)C=O, CC(=O)O, CCOC(C)=O, Cn1nc(C(N)=O)c2ccc3cnc(Oc4cccc(C=O)c4)nc3c21, [Na+]. Reaction SMILES: [C:34]([BH3-:35])#[N:36].[CH3:27][N:28]1[CH2:29][CH2:30][NH:31][CH2:32][CH2:33]1.[CH3:38][N:39]([CH3:40])[CH:41]=[O:42].[CH3:43][C:44](=[O:45])[OH:46].[CH3:47][CH2:48][O:49][C:50](=[O:51])[CH3:52].[CH:1](=[O:2])[c:3]1[cH:4][c:5]([O:6][c:7]2[n:8][c:9]3[c:10]4[c:11]([cH:12][cH:13][c:14]3[cH:15][n:16]2)[c:17]([C:21](=[O:22])[NH2:23])[n:18][n:19]4[CH3:20])[cH:24][cH:25][cH:26]1.[Na+:37]>>[CH2:1]([c:3]1[cH:4][c:5]([O:6][c:7]2[n:8][c:9]3[c:10]4[c:11]([cH:12][cH:13][c:14]3[cH:15][n:16]2)[c:17]([C:21](=[O:22])[NH2:23])[n:18][n:19]4[CH3:20])[cH:24][cH:25][cH:26]1)[N:31]1[CH2:30][CH2:29][N:28]([CH3:27])[CH2:33][CH2:32]1. The product is CN1CCN(Cc2cccc(Oc3ncc4ccc5c(C(N)=O)nn(C)c5c4n3)c2)CC1. Starting materials: C(C)OC(=O)C1SC2=C(NC1)C=CC=C2 (2(R,S)-ethoxycarbonyl-3,4-dihydro-2H1,4-benzothiazine), [BH4-].[Li+] (lithium borohydride), CO (methanol). Run in O1CCCC1 (tetrahydrofuran). The product is OCC1SC2=C(NC1)C=CC=C2 (2(R,S)-Hydroxymethyl-3,4-dihydro-2H1,4-benzothiazine). As a reaction SMILES: C([O:3][C:4]([CH:6]1[CH2:11][NH:10][C:9]2[CH:12]=[CH:13][CH:14]=[CH:15][C:8]=2[S:7]1)=O)C.[BH4-].[Li+].CO>O1CCCC1>[OH:3][CH2:4][CH:6]1[CH2:11][NH:10][C:9]2[CH:12]=[CH:13][CH:14]=[CH:15][C:8]=2[S:7]1 |f:1.2|. Procedure: 1.6 g of 2(R,S)-ethoxycarbonyl-3,4-dihydro-2H1,4-benzothiazine are reacted with 1.06 g of lithium borohydride in 20 ml of tetrahydrofuran. After addition of 10 ml of methanol, the mixture is concentrated and the residue is purified by means of FC over 80 g of silica gel (mobile phase S). This gives the title compound: Rf (S)=0.29. The reactants are O-(7-azabenzotriazol-1-yl)-N,N,N′N′-tetramethyluronium hexafluorophosphate, OC(C(=O)O)C1=NC(=CC=C1)C=1C=C2C(=NC1)N(C=C2C2=C(C=CC=C2)OC)S(=O)(=O)C2=CC=C(C=C2)C (hydroxy-{6-[3-(2-methoxy-phenyl)-1-(toluene-4-sulfonyl)-1H-pyrrolo[2,3-b]pyridin-5-yl]-pyridin-2-yl}-acetic acid), CNC (dimethyl amine), C(C)(C)N(CC)C(C)C (di-iso-propyl ethyl amine), [OH-].[Na+] (sodium hydroxide). The solvent is CO (Methanol), O1CCCC1 (tetrahydrofuran), C(C)(=O)O (acetic acid). Run at time 2 hour. The product is OC(C(=O)N(C)C)C1=NC(=CC=C1)C=1C=C2C(=NC1)NC=C2C2=C(C=CC=C2)OC (2-hydroxy-2-{6-[3-(2-methoxy-phenyl)-1H-pyrrolo[2,3-b]pyridin-5-yl]-pyridin-2-yl}-N,N-dimethyl-acetamide). Isolated yield 16.3%. Reaction SMILES: [OH:1][CH:2]([C:6]1[CH:11]=[CH:10][CH:9]=[C:8]([C:12]2[CH:13]=[C:14]3[C:20]([C:21]4[CH:26]=[CH:25][CH:24]=[CH:23][C:22]=4[O:27][CH3:28])=[CH:19][N:18](S(C4C=CC(C)=CC=4)(=O)=O)[C:15]3=[N:16][CH:17]=2)[N:7]=1)[C:3]([OH:5])=O.[CH3:39][NH:40][CH3:41].C(N(C(C)C)CC)(C)C.[OH-].[Na+]>O1CCCC1.C(O)(=O)C.CO>[OH:1][CH:2]([C:6]1[CH:11]=[CH:10][CH:9]=[C:8]([C:12]2[CH:13]=[C:14]3[C:20]([C:21]4[CH:26]=[CH:25][CH:24]=[CH:23][C:22]=4[O:27][CH3:28])=[CH:19][NH:18][C:15]3=[N:16][CH:17]=2)[N:7]=1)[C:3]([N:40]([CH3:41])[CH3:39])=[O:5] |f:3.4|. Procedure details: In a microwave vial O-(7-azabenzotriazol-1-yl)-N,N,N′N′-tetramethyluronium hexafluorophosphate 53.9 mg, 0.14 mmol) was added to a solution of hydroxy-{6-[3-(2-methoxy-phenyl)-1-(toluene-4-sulfonyl)-1H-pyrrolo[2,3-b]pyridin-5-yl]-pyridin-2-yl}-acetic acid (75 mg, 0.14 mmol), dimethyl amine (2 M solution in THF, 65 μl, 0.14 mmol) and di-iso-propyl ethyl amine (75 μl, 0.43 mmol) in tetrahydrofuran (1 ml). The vial was sealed and the solution irradiated to 70° C. for 10 min in a microwave reactor. M... Reactants: C(CCC)OC=1C(C(C1NC(C(C)C)C)=O)=O (3-Butoxy-4-(1,1-dimethyl-2propylamino)-cyclobut-3-ene-1,2-dione), ClC1=C(CN)C=CC(=C1)Cl (2,4-dichlorobenzylamine), O1CCCC1 (tetrahydrofuran). The product is ClC1=C(CNC=2C(C(C2NC(CC)(C)C)=O)=O)C=CC(=C1)Cl (3-(2,4-Dichlorobenzylamino)-4-(1,1 -dimethylpropylamino)-cyclobut-3-ene-1,2-dione). The yield is 40.0%. Reaction SMILES: C(O[C:6]1[C:7](=[O:17])[C:8](=[O:16])[C:9]=1[NH:10][CH:11]([CH3:15])[CH:12]([CH3:14])C)CCC.[Cl:18][C:19]1[CH:26]=[C:25]([Cl:27])[CH:24]=[CH:23][C:20]=1[CH2:21][NH2:22].O1CCC[CH2:29]1>>[Cl:18][C:19]1[CH:26]=[C:25]([Cl:27])[CH:24]=[CH:23][C:20]=1[CH2:21][NH:22][C:6]1[C:7](=[O:17])[C:8](=[O:16])[C:9]=1[NH:10][C:11]([CH3:15])([CH3:29])[CH2:12][CH3:14]. Procedure: A solution of 3-butoxy-4-(1,1-dimethyl-propylamino)-cyclobut-3-ene-1,2-dione (7.18 g, 30 mmol, Example 5) and 2,4-dichlorobenzylamine (5.28 g, 30 mmol) in tetrahydrofuran (40 mL) was stirred at room temperature for 16 hours. The solvent was removed and the residue was triturated thoroughly with diethyl ether and dried to give 8.94 g of a crude product. Successive recrystallizations of this material from acetonitrile (charcoal), acetonitrile (twice), acetone (charcoal) and acetone (twice) afforde... The reactants are CO, [H][H], Cc1ccc2c(c1O)CCC2=O. Yields the product Cc1ccc2c(c1O)CCC2. Reaction SMILES: [CH3:15][OH:16].[H:13][H:14].[OH:1][c:2]1[c:3]2[c:7]([cH:8][cH:9][c:10]1[CH3:11])[C:6](=[O:12])[CH2:5][CH2:4]2>>[OH:1][c:2]1[c:3]2[c:7]([cH:8][cH:9][c:10]1[CH3:11])[CH2:6][CH2:5][CH2:4]2. The reactants are ClC1=CC=2C(C3=CC=CC(=C3SC2C=C1)OC)=O (2-chloro-5-methoxythioxanth-9-one), CC([O-])C.[Al+3].CC([O-])C.CC([O-])C (aluminium isopropoxide). Run in Cl (hydrochloric acid). Conditions: temperature 190 celsius, time 2 hour. The product is ClC1=CC=2CC3=CC=CC(=C3SC2C=C1)OC (2-chloro-5-methoxythioxanthene). As a reaction SMILES: [Cl:1][C:2]1[CH:15]=[CH:14][C:13]2[S:12][C:11]3[C:6](=[CH:7][CH:8]=[CH:9][C:10]=3[O:16][CH3:17])[C:5](=O)[C:4]=2[CH:3]=1.CC(C)[O-].[Al+3].CC(C)[O-].CC(C)[O-]>Cl>[Cl:1][C:2]1[CH:15]=[CH:14][C:13]2[S:12][C:11]3[C:6](=[CH:7][CH:8]=[CH:9][C:10]=3[O:16][CH3:17])[CH2:5][C:4]=2[CH:3]=1 |f:1.2.3.4|. Reported procedure: An intimate mixture of 2-chloro-5-methoxythioxanth-9-one (8 g.) and aluminium isopropoxide (32 g.) is heated and stirred in an atmosphere of nitrogen for 31/2 hours at 190° C. The mixture is cooled, 2N-hydrochloric acid (210 ml.) is added and the mixture extracted three times with ether. The combined ether extracts are washed with brine, dried over MgSO4 and the solvent evaporated in vacuo to give 2-chloro-5-methoxythioxanthene, m.p. 95°-96° C. on recrystallisation from methanol. Starting materials: ClC1=NN2C(C(=N1)N(CC1=CC=C(C=C1)OC)C1CC1)=NC=C2C#N (2-chloro-4-(cyclopropyl(4-methoxybenzyl)amino)imidazo[2,1-f][1,2,4]triazine-7-carbonitrile), NC=1C=C(C#N)C=C(C1Cl)OC[C@H]1N(CCOC1)CC1=C(C=C(C=C1)OC)OC ((S)-3-amino-4-chloro-5-((4-(2,4-dimethoxybenzyl)morpholin-3-yl)methoxy)benzonitrile), CC1(C2=C(C(=CC=C2)P(C3=CC=CC=C3)C4=CC=CC=C4)OC5=C(C=CC=C51)P(C6=CC=CC=C6)C7=CC=CC=C7)C (Xantphos), C([O-])([O-])=O.[Cs+].[Cs+] (cesium carbonate). The reagents and catalysts are C(C)(=O)[O-].[Pd+2].C(C)(=O)[O-] (palladium(ii) acetate), C1=CC=C(C=C1)P([C-]2C=CC=C2)C3=CC=CC=C3.C1=CC=C(C=C1)P([C-]2C=CC=C2)C3=CC=CC=C3.[Fe+2] (DPPF). Solvent: O1CCOCC1 (dioxane). Conditions: temperature 80 celsius. Product: ClC1=C(C=C(C=C1OC[C@H]1N(CCOC1)CC1=C(C=C(C=C1)OC)OC)C#N)NC1=NN2C(C(=N1)N(CC1=CC=C(C=C1)OC)C1CC1)=NC=C2C#N ((S)-2-((2-chloro-5-cyano-3-((4-(2,4-dimethoxybenzyl)morpholin-3-yl)methoxy)phenyl)amino)-4-(cyclopropyl(4-methoxybenzyl)amino)imidazo[2,1-f][1,2,4]triazine-7-carbonitrile). The yield is 85.6%. As a reaction SMILES: Cl[C:2]1[N:7]=[C:6]([N:8]([CH:18]2[CH2:20][CH2:19]2)[CH2:9][C:10]2[CH:15]=[CH:14][C:13]([O:16][CH3:17])=[CH:12][CH:11]=2)[C:5]2=[N:21][CH:22]=[C:23]([C:24]#[N:25])[N:4]2[N:3]=1.[NH2:26][C:27]1[CH:28]=[C:29]([CH:32]=[C:33]([O:36][CH2:37][C@@H:38]2[CH2:43][O:42][CH2:41][CH2:40][N:39]2[CH2:44][C:45]2[CH:50]=[CH:49][C:48]([O:51][CH3:52])=[CH:47][C:46]=2[O:53][CH3:54])[C:34]=1[Cl:35])[C:30]#[N:31].CC1(C)C2C(=C(P(C3C=CC=CC=3)C3C=CC=CC=3)C=CC=2)OC2C(P(C3C=CC=CC=3)C3C=CC=CC=3)=CC=CC1=2.C(=O)([O-])[O-].[Cs+].[Cs+]>O1CCOCC1.C([O-])(=O)C.[Pd+2].C([O-])(=O)C.C1C=CC(P(C2C=CC=CC=2)[C-]2C=CC=C2)=CC=1.C1C=CC(P(C2C=CC=CC=2)[C-]2C=CC=C2)=CC=1.[Fe+2]>[Cl:35][C:34]1[C:33]([O:36][CH2:37][C@@H:38]2[CH2:43][O:42][CH2:41][CH2:40][N:39]2[CH2:44][C:45]2[CH:50]=[CH:49][C:48]([O:51][CH3:52])=[CH:47][C:46]=2[O:53][CH3:54])=[CH:32][C:29]([C:30]#[N:31])=[CH:28][C:27]=1[NH:26][C:2]1[N:7]=[C:6]([N:8]([CH:18]2[CH2:19][CH2:20]2)[CH2:9][C:10]2[CH:11]=[CH:12][C:13]([O:16][CH3:17])=[CH:14][CH:15]=2)[C:5]2=[N:21][CH:22]=[C:23]([C:24]#[N:25])[N:4]2[N:3]=1 |f:3.4.5,7.8.9,10.11.12|. Procedure details: A mixture of 2-chloro-4-(cyclopropyl(4-methoxybenzyl)amino)imidazo[2,1-f][1,2,4]triazine-7-carbonitrile (47.2 mg, 0.133 mmol), (S)-3-amino-4-chloro-5-((4-(2,4-dimethoxybenzyl)morpholin-3-yl)methoxy)benzonitrile (53 mg, 0.127 mmol), palladium(ii) acetate (7.55 mg, 0.034 mmol), Xantphos (7.34 mg, 0.013 mmol), DPPF (7.03 mg, 0.013 mmol) and cesium carbonate (107 mg, 0.330 mmol) in dioxane (1 ml) was evacuated and back filled with nitrogen three time and was heated at 80° C. for 10 h. The reaction m... RXN SMILES: [Br:11][c:12]1[cH:13][n:14][cH:15][cH:16][cH:17]1.[C:18](=[O:19])([O-:20])[O-:21].[CH3:24][c:25]1[cH:26][cH:27][cH:28][cH:29][cH:30]1.[Na+:22].[Na+:23].[OH2:31].[c:1]1([CH3:10])[cH:2][cH:3][c:4]([B:7]([OH:8])[OH:9])[cH:5][cH:6]1.[cH:32]1[cH:33][cH:34][c:35]([P:36]([Pd:37]([P:38]([c:39]2[cH:40][cH:41][cH:42][cH:43][cH:44]2)([c:45]2[cH:46][cH:47][cH:48][cH:49][cH:50]2)[c:51]2[cH:52][cH:53][cH:54][cH:55][cH:56]2)([P:57]([c:58]2[cH:59][cH:60][cH:61][cH:62][cH:63]2)([c:64]2[cH:65][cH:66][cH:67][cH:68][cH:69]2)[c:70]2[cH:71][cH:72][cH:73][cH:74][cH:75]2)[P:76]([c:77]2[cH:78][cH:79][cH:80][cH:81][cH:82]2)([c:83]2[cH:84][cH:85][cH:86][cH:87][cH:88]2)[c:89]2[cH:90][cH:91][cH:92][cH:93][cH:94]2)([c:95]2[cH:96][cH:97][cH:98][cH:99][cH:100]2)[c:101]2[cH:102][cH:103][cH:104][cH:105][cH:106]2)[cH:107][cH:108]1>>[c:1]1([CH3:10])[cH:2][cH:3][c:4](-[c:12]2[cH:13][n:14][cH:15][cH:16][cH:17]2)[cH:5][cH:6]1. The product is Cc1ccc(-c2cccnc2)cc1. The reactants are Brc1cccnc1, O=C([O-])[O-], Cc1ccccc1, [Na+], [Na+], O, Cc1ccc(B(O)O)cc1, c1ccc(P(c2ccccc2)(c2ccccc2)[Pd](P(c2ccccc2)(c2ccccc2)c2ccccc2)(P(c2ccccc2)(c2ccccc2)c2ccccc2)P(c2ccccc2)(c2ccccc2)c2ccccc2)cc1.